This data is from the Open Reaction Database (ORD), a public repository of structured organic reaction records. The task is: describe an organic reaction: reactants, conditions, products, and yield Starting materials: FC1=CC=C(C=C1)C1=CN=C(N=N1)N (6-(4-fluorophenyl)-1,2,4-triazin-3-amine), ClC(C=O)C1(CC1)C1=CC=C(C=C1)OC (chloro[1-(4-methoxyphenyl)cyclopropyl]acetaldehyde). Run in C(C)(C)O (isopropyl alcohol), CO (methanol). Reaction conditions: temperature 90 celsius. The product is FC1=CC=C(C=C1)C=1C=NC=2N(N1)C(=CN2)C2(CC2)C2=CC=C(C=C2)OC (2-(4-Fluorophenyl)-7-[1-(4-methoxyphenyl)cyclopropyl]imidazo[1,2-b]-[1,2,4]-triazine). As a reaction SMILES: [F:1][C:2]1[CH:7]=[CH:6][C:5]([C:8]2[N:13]=[N:12][C:11]([NH2:14])=[N:10][CH:9]=2)=[CH:4][CH:3]=1.Cl[CH:16]([C:19]1([C:22]2[CH:27]=[CH:26][C:25]([O:28][CH3:29])=[CH:24][CH:23]=2)[CH2:21][CH2:20]1)[CH:17]=O>C(O)(C)C.CO>[F:1][C:2]1[CH:3]=[CH:4][C:5]([C:8]2[CH:9]=[N:10][C:11]3[N:12]([C:16]([C:19]4([C:22]5[CH:23]=[CH:24][C:25]([O:28][CH3:29])=[CH:26][CH:27]=5)[CH2:20][CH2:21]4)=[CH:17][N:14]=3)[N:13]=2)=[CH:6][CH:7]=1. Procedure: A mixture of 6-(4-fluorophenyl)-1,2,4-triazin-3-amine (20.1 mg, 0.106 mmol) and chloro[1-(4-methoxyphenyl)cyclopropyl]acetaldehyde (53 mg, 0.24 mmol) in isopropyl alcohol (0.6 mL) was heated to 90° C. overnight. After cooling, the mixture was diluted with methanol and was purified by mass-guided RP-HPLC to afford the desired product. LCMS: (M+H)=361.1. Starting materials: BrCCCCCOCCc1ccccn1, NCc1ccccc1. Yields the product c1ccc(CNCCCCCOCCc2ccccn2)cc1. Reaction SMILES: [Br:1][CH2:2][CH2:3][CH2:4][CH2:5][CH2:6][O:7][CH2:8][CH2:9][c:10]1[n:11][cH:12][cH:13][cH:14][cH:15]1.[NH2:16][CH2:17][c:18]1[cH:19][cH:20][cH:21][cH:22][cH:23]1>>[CH2:2]([CH2:3][CH2:4][CH2:5][CH2:6][O:7][CH2:8][CH2:9][c:10]1[n:11][cH:12][cH:13][cH:14][cH:15]1)[NH:16][CH2:17][c:18]1[cH:19][cH:20][cH:21][cH:22][cH:23]1.